This data is from the Open Reaction Database (ORD), a public repository of structured organic reaction records. The task is: describe an organic reaction: reactants, conditions, products, and yield Starting materials: COC(C1=C(C(=CC(=C1)C(F)(F)F)Cl)N1C(CCC1)=O)=O (3-chloro-2-(2-oxopyrrolidin-1-yl)-5-trifluoromethylbenzoic acid methyl ester), COC(C1=C(C(=CC(=C1)C(F)(F)F)Br)F)=O (3-Bromo-2-fluoro-5-trifluoromethylbenzoic acid methyl ester), C([O-])([O-])=O.[Cs+].[Cs+] (caesium carbonate), N1C(CCC1)=O (pyrrolidin-2-one), CC1(C2=CC=CC(=C2OC=2C(=CC=CC12)P(C1=CC=CC=C1)C1=CC=CC=C1)P(C1=CC=CC=C1)C1=CC=CC=C1)C (9,9-dimethyl-4,5-bis(diphenylphosphino)xanthene). The reagents and catalysts are C=1C=CC(=CC1)/C=C/C(=O)/C=C/C2=CC=CC=C2.C=1C=CC(=CC1)/C=C/C(=O)/C=C/C2=CC=CC=C2.C=1C=CC(=CC1)/C=C/C(=O)/C=C/C2=CC=CC=C2.[Pd].[Pd] (tris(dibenzylideneacetone)dipalladium). Solvent: O1CCOCC1 (dioxane). Product: COC(C1=C(C(=CC(=C1)C(F)(F)F)N1C(CCC1)=O)F)=O (2-Fluoro-3-(2-oxopyrrolidin-1-yl)-5-trifluoromethylbenzoic acid methyl ester). RXN SMILES: [CH3:1][O:2][C:3](=[O:16])[C:4]1[CH:9]=[C:8]([C:10]([F:13])([F:12])[F:11])[CH:7]=[C:6](Br)[C:5]=1[F:15].C(=O)([O-])[O-].[Cs+].[Cs+].[NH:23]1[CH2:27][CH2:26][CH2:25][C:24]1=[O:28].CC1(C)C2C=CC=C(P(C3C=CC=CC=3)C3C=CC=CC=3)C=2OC2C1=CC=CC=2P(C1C=CC=CC=1)C1C=CC=CC=1.COC(=O)C1C=C(C(F)(F)F)C=C(Cl)C=1N1CCCC1=O>O1CCOCC1.C1C=CC(/C=C/C(/C=C/C2C=CC=CC=2)=O)=CC=1.C1C=CC(/C=C/C(/C=C/C2C=CC=CC=2)=O)=CC=1.C1C=CC(/C=C/C(/C=C/C2C=CC=CC=2)=O)=CC=1.[Pd].[Pd]>[CH3:1][O:2][C:3](=[O:16])[C:4]1[CH:9]=[C:8]([C:10]([F:13])([F:12])[F:11])[CH:7]=[C:6]([N:23]2[CH2:27][CH2:26][CH2:25][C:24]2=[O:28])[C:5]=1[F:15] |f:1.2.3,8.9.10.11.12|. Procedure details: 3-Bromo-2-fluoro-5-trifluoromethylbenzoic acid methyl ester (500 mg, 1.95 mmol)), caesium carbonate (950 mg, 2.92 mmol), pyrrolidin-2-one (248 mg, 2.92 mmol), 9,9-dimethyl-4,5-bis(diphenylphosphino)xanthene (68 mg, 0.117 mmol) and tris(dibenzylideneacetone)dipalladium (0) (36 mg, 0.039 mmol) were refluxed under argon in dioxane (7 ml) for 18 h. After cooling, the mixture was filtered and evaporated in vacuo. Column chromatography on silica gel eluting with a gradient of 20–50% ethyl acetate in h... Starting materials: FC1(CCN(CC1)C(=O)C=1NC2=CC=C(C=C2C1)OC1CCN(CC1)C(C)C)F ((4,4-Difluoro-piperidin-1-yl)-[5-(1-isopropyl-piperidin-4-yloxy)-1H-indol-2-yl]-methanone), FC1(CCN(CC1)C(=O)C=1NC2=CC=C(C=C2C1)OC1CCN(CC1)C(C)C)F ((4,4-Difluoro-piperidin-1-yl)-[5-(1-isopropyl-piperidin-4-yloxy)-1H-indol-2-yl]-methanone), FC=1C=C(C=CC1)B(O)O (3-fluorobenzeneboronic acid). Product: FC1(CCN(CC1)C(=O)C=1N(C2=CC=C(C=C2C1)OC1CCN(CC1)C(C)C)C1=CC(=CC=C1)F)F ((4,4-Difluoro-piperidin-1-yl)-[1-(3-fluoro-phenyl)-5-(1-isopropyl-piperidin-4-yloxy)-1H-indol-2-yl]-methanone). RXN SMILES: [F:1][C:2]1([F:29])[CH2:7][CH2:6][N:5]([C:8]([C:10]2[NH:11][C:12]3[C:17]([CH:18]=2)=[CH:16][C:15]([O:19][CH:20]2[CH2:25][CH2:24][N:23]([CH:26]([CH3:28])[CH3:27])[CH2:22][CH2:21]2)=[CH:14][CH:13]=3)=[O:9])[CH2:4][CH2:3]1.[F:30][C:31]1[CH:32]=[C:33](B(O)O)[CH:34]=[CH:35][CH:36]=1>>[F:29][C:2]1([F:1])[CH2:7][CH2:6][N:5]([C:8]([C:10]2[N:11]([C:35]3[CH:34]=[CH:33][CH:32]=[C:31]([F:30])[CH:36]=3)[C:12]3[C:17]([CH:18]=2)=[CH:16][C:15]([O:19][CH:20]2[CH2:25][CH2:24][N:23]([CH:26]([CH3:27])[CH3:28])[CH2:22][CH2:21]2)=[CH:14][CH:13]=3)=[O:9])[CH2:4][CH2:3]1. Reported procedure: In analogy to the procedure described for the synthesis of example 6, the title compound was synthesized from (4,4-difluoro-piperidin-1-yl)-[5-(1-isopropyl-piperidin-4-yloxy)-1H-indol-2-yl]-methanone (intermediate 1) and 3-fluorobenzeneboronic acid. The title compound was obtained in 97% yield as yellow foam. MS (m/e): 500.1 (MH+, 100%).